This data is from the Open Reaction Database (ORD), a public repository of structured organic reaction records. The task is: describe an organic reaction: reactants, conditions, products, and yield The reactants are ClC1=CC(=C(C=C1)N1C(=NC(=C1CN1C(C=2C(C1=O)=CC=CC2)=O)C)CN(C)C)C(C2=C(C=CC=C2F)F)=O (N-[[1-[4-chloro-2-(2,6-difluorobenzoyl)phenyl]-2-[(dimethylamino)methyl]-4-methylimidazol-5-yl]methyl]phthalimide), O.NN (hydrazine hydrate). The solvent is CO (methanol). The product is ClC=1C=CC2=C(C(=NCC=3N2C(=NC3C)CN(C)C)C3=C(C=CC=C3F)F)C1 (8-chloro-6-(2,6-difluorophenyl)-1-[(dimethylamino)methyl]-3-methyl-4H-imidazo[1,5-a][1,4]benzodiazepine). RXN SMILES: [Cl:1][C:2]1[CH:7]=[CH:6][C:5]([N:8]2[C:12]([CH2:13][N:14]3C(=O)C4=CC=CC=C4C3=O)=[C:11]([CH3:25])[N:10]=[C:9]2[CH2:26][N:27]([CH3:29])[CH3:28])=[C:4]([C:30](=O)[C:31]2[C:36]([F:37])=[CH:35][CH:34]=[CH:33][C:32]=2[F:38])[CH:3]=1.O.NN>CO>[Cl:1][C:2]1[CH:7]=[CH:6][C:5]2[N:8]3[C:9]([CH2:26][N:27]([CH3:28])[CH3:29])=[N:10][C:11]([CH3:25])=[C:12]3[CH2:13][N:14]=[C:30]([C:31]3[C:32]([F:38])=[CH:33][CH:34]=[CH:35][C:36]=3[F:37])[C:4]=2[CH:3]=1 |f:1.2|. Procedure: In the manner given in Example 4, N-[[1-[4-chloro-2-(2,6-difluorobenzoyl)phenyl]-2-[(dimethylamino)methyl]-4-methylimidazol-5-yl]methyl]phthalimide in methanol is refluxed with hydrazine hydrate to give 8-chloro-6-(2,6-difluorophenyl)-1-[(dimethylamino)methyl]-3-methyl-4H-imidazo[1,5-a][1,4]benzodiazepine. The reactants are C(C)(C)(C)C1=C(C(=CC(=C1)S)C(C)(C)C)O (2,6-di-tert-butyl-4-mercaptophenol), BrCCCCCCCCCCCC(=O)O (12-bromododecanoic acid), [OH-].[Na+] (sodium hydroxide), resultant mixture, C(C)(=O)O (acetic acid). Run in C(C)O (ethanol), O (water). Reaction conditions: time 20 hour. Yields the product C(C)(C)(C)C=1C=C(C=C(C1O)C(C)(C)C)SCCCCCCCCCCCC(=O)O (12-(3,5-Di-tert-butyl-4-hydroxyphenylthio)dodecanoic acid). RXN SMILES: [C:1]([C:5]1[CH:10]=[C:9]([SH:11])[CH:8]=[C:7]([C:12]([CH3:15])([CH3:14])[CH3:13])[C:6]=1[OH:16])([CH3:4])([CH3:3])[CH3:2].Br[CH2:18][CH2:19][CH2:20][CH2:21][CH2:22][CH2:23][CH2:24][CH2:25][CH2:26][CH2:27][CH2:28][C:29]([OH:31])=[O:30].[OH-].[Na+].C(O)(=O)C>C(O)C.O>[C:1]([C:5]1[CH:10]=[C:9]([S:11][CH2:18][CH2:19][CH2:20][CH2:21][CH2:22][CH2:23][CH2:24][CH2:25][CH2:26][CH2:27][CH2:28][C:29]([OH:31])=[O:30])[CH:8]=[C:7]([C:12]([CH3:15])([CH3:14])[CH3:13])[C:6]=1[OH:16])([CH3:4])([CH3:3])[CH3:2] |f:2.3|. Reported procedure: To a solution of 2,6-di-tert-butyl-4-mercaptophenol (II) (477 mg; 2 mmol) in dry ethanol (20 ml), water containing 12-bromododecanoic acid (558 mg; 2 mmol) and 97 % sodium hydroxide (250 mg; 6 mmol) was added, and the resultant mixture was allowed to stand at room temperature for 20 hours. The reaction mixture was made acidic with 10 aqueous acetic acid and extracted with ethyl acetate. The extract was washed two times with water, dried over anhydrous sodium sulfate and concentrated under reduce... The reactants are ClC(=O)OC(C)Cl (1-chloroethyl chloroformate), N1CCOCC1 (morpholine), N1=CC=CC=C1 (pyridine). The solvent is C(Cl)Cl (methylene chloride). Yields the product crude product, N1(CCOCC1)C(=O)OC(C)Cl (1-chloroethyl morpholine-4-carboxylate). As a reaction SMILES: Cl[C:2]([O:4][CH:5]([Cl:7])[CH3:6])=[O:3].[NH:8]1[CH2:13][CH2:12][O:11][CH2:10][CH2:9]1.N1C=CC=CC=1>C(Cl)Cl>[N:8]1([C:2]([O:4][CH:5]([Cl:7])[CH3:6])=[O:3])[CH2:13][CH2:12][O:11][CH2:10][CH2:9]1. Procedure: In a manner similar to the method described in Example 3, 1-chloroethyl chloroformate (2.64 g, 2 mL, 18.5 mmol) was reacted with morpholine (1.69 g, 1.7 mL, 19.4 mmol) and pyridine (1.68 g, 1.72 mL, 21.2 mmol) in methylene chloride (25 mL) at room temperature overnight to give the crude product, 1-chloroethyl morpholine-4-carboxylate. A portion of 1-chloroethyl morpholine-4-carboxylate (670.1 mg, 3.46 mmol) was then reacted with chiral 4-((2R,3S,4R,5S)-3-(3-chloro-2-fluorophenyl)-4-(4-chloro-2-f... Starting materials: O (water), [H-].[Al+3].[Li+].[H-].[H-].[H-] (lithium aluminum hydride), ClC1=CC=2C(C3=CC=CC=C3N(C2C=C1)C)(CCN(C)C)C(=O)OC (2-chloro-9-methoxycarbonyl-9-(β-dimethylaminoethyl)-10-methyl-acridane). Run in O1CCCC1 (tetrahydrofuran), O1CCCC1 (tetrahydrofuran), O1CCCC1 (tetrahydrofuran). Yields the product ClC1=CC=2C(C3=CC=CC=C3N(C2C=C1)C)(CCN(C)C)CO (2-chloro-9-hydroxymethyl-9-(β-dimethylaminoethyl)-10-methyl-acridane). Isolated yield 89.1%. Reaction SMILES: [H-].[Al+3].[Li+].[H-].[H-].[H-].[Cl:7][C:8]1[CH:21]=[CH:20][C:19]2[N:18]([CH3:22])[C:17]3[C:12](=[CH:13][CH:14]=[CH:15][CH:16]=3)[C:11]([C:28](OC)=[O:29])([CH2:23][CH2:24][N:25]([CH3:27])[CH3:26])[C:10]=2[CH:9]=1.O>O1CCCC1>[Cl:7][C:8]1[CH:21]=[CH:20][C:19]2[N:18]([CH3:22])[C:17]3[C:12](=[CH:13][CH:14]=[CH:15][CH:16]=3)[C:11]([CH2:28][OH:29])([CH2:23][CH2:24][N:25]([CH3:27])[CH3:26])[C:10]=2[CH:9]=1 |f:0.1.2.3.4.5|. Procedure: 14 cc of tetrahydrofuran were cooled to 0°C and 0.9 gm of lithium aluminum hydride and then a solution of 1.4 gm of 2-chloro-9-methoxycarbonyl-9-(β-dimethylaminoethyl)-10-methyl-acridane in 14 cc of tetrahydrofuran were added thereto while maintaining the temperature below +10°C. The reaction mixture was then heated at reflux for 21/2 hours and cooled to 0°, +5°C and 10 cc of tetrahydrofuran containing 20% water and then 50 cc of water were added thereto. The reaction mixture was extracted with ... The reactants are ClC1=CC=C(C=C1)C1=CC=C(COC(C(=O)O)(C(F)(F)F)C(F)(F)F)C=C1 (2-[4-(4-chlorophenyl)benzyloxy]-3,3,3-trifluoro-2-trifluoromethylpropionic acid), S(=O)(Cl)Cl (thionyl chloride), CN(C=O)C (dimethylformamide). Solvent: C1=CC=CC=C1 (benzene). The product is ClC1=CC=C(C=C1)C1=CC=C(COC(C(=O)Cl)(C(F)(F)F)C(F)(F)F)C=C1 (2-[4-(4-chlorophenyl)benzyloxy]-3,3,3-trifluoro-2-trifluoromethylpropionyl chloride). As a reaction SMILES: [Cl:1][C:2]1[CH:7]=[CH:6][C:5]([C:8]2[CH:27]=[CH:26][C:11]([CH2:12][O:13][C:14]([C:22]([F:25])([F:24])[F:23])([C:18]([F:21])([F:20])[F:19])[C:15](O)=[O:16])=[CH:10][CH:9]=2)=[CH:4][CH:3]=1.S(Cl)([Cl:30])=O.CN(C)C=O>C1C=CC=CC=1>[Cl:1][C:2]1[CH:3]=[CH:4][C:5]([C:8]2[CH:9]=[CH:10][C:11]([CH2:12][O:13][C:14]([C:18]([F:19])([F:20])[F:21])([C:22]([F:24])([F:25])[F:23])[C:15]([Cl:30])=[O:16])=[CH:26][CH:27]=2)=[CH:6][CH:7]=1. Reported procedure: A mixture of 2-[4-(4-chlorophenyl)benzyloxy]-3,3,3-trifluoro-2-trifluoromethylpropionic acid (3.0 g.), thionyl chloride (3.0 ml.), dimethylformamide (0.16 g.) and benzene (10 ml.) is heated under reflux until the solution becomes turbid (ca. 10 minutes). The mixture is evaporated in vacuo, benzene (10 ml.) is added and the evaporation is repeated. Light petroleum (10 ml., b.p. 40°-60° C.) is added to the residue, and the solution is separated from insoluble oils and evaporated to give 2-[4-(4-ch... Starting materials: C(C)(C)(C)OC(=O)N1CCC(CC1)OC1=C(C=CC=C1)CCC1=CC(=CC=C1)OC (1-t-butoxycarbonyl-4-{2-[2-(3-methoxyphenyl) ethyl]phenoxy}piperidine), Cl (hydrogen chloride). Solvent: solution, O1CCOCC1 (dioxane). Conditions: time 1 hour. Yields the product Cl.COC=1C=C(C=CC1)CCC1=C(OC2CCNCC2)C=CC=C1 (4-{2-[2-(3-Methoxyphenyl)ethyl]phenoxy}piperidine hydrochloride). The yield is 90.0%. RXN SMILES: C(OC([N:8]1[CH2:13][CH2:12][CH:11]([O:14][C:15]2[CH:20]=[CH:19][CH:18]=[CH:17][C:16]=2[CH2:21][CH2:22][C:23]2[CH:28]=[CH:27][CH:26]=[C:25]([O:29][CH3:30])[CH:24]=2)[CH2:10][CH2:9]1)=O)(C)(C)C.[ClH:31]>O1CCOCC1>[ClH:31].[CH3:30][O:29][C:25]1[CH:24]=[C:23]([CH2:22][CH2:21][C:16]2[CH:17]=[CH:18][CH:19]=[CH:20][C:15]=2[O:14][CH:11]2[CH2:12][CH2:13][NH:8][CH2:9][CH2:10]2)[CH:28]=[CH:27][CH:26]=1 |f:3.4|. Reported procedure: 379 mg of 1-t-butoxycarbonyl-4-{2-[2-(3-methoxyphenyl) ethyl]phenoxy}piperidine [prepared as described in step (a) above] were dissolved in 5 ml of a 4N solution of hydrogen chloride in dioxane, and the solution was allowed to stand at room temperature for 1 hour. The reaction mixture was then concentrated by distillation under reduced pressure, and the resulting oily residue was dissolved in 10 ml of ethyl acetate, after which it was allowed to stand at room temperature. The crystals which prec... Reactants: C1(=CC=CC=C1)[Si](Cl)(Cl)Cl (phenyltrichlorosilane), [Mg] (magnesium), 4A, BrC[C@H](CC)C ((S)-(+)-1-bromo-2-methylbutane), Grignard reagent, II (iodine), Grignard reagent. The solvent is O1CCCC1 (tetrahydrofuran), O1CCCC1 (tetrahydrofuran), CCCCCC (Hexane). Product: C[C@H](C[Si](Cl)(Cl)C1=CC=CC=C1)CC ([(S)-2-methylbutyl]phenyldichlorosilane). RXN SMILES: [Mg].II.Br[CH2:5][C@@H:6]([CH3:9])[CH2:7][CH3:8].[C:10]1([Si:16](Cl)([Cl:18])[Cl:17])[CH:15]=[CH:14][CH:13]=[CH:12][CH:11]=1>O1CCCC1.CCCCCC>[CH3:9][C@@H:6]([CH2:7][CH3:8])[CH2:5][Si:16]([C:10]1[CH:15]=[CH:14][CH:13]=[CH:12][CH:11]=1)([Cl:18])[Cl:17]. Procedure: Anhydrous tetrahydrofuran (125 mL) was put into a reactor with magnesium (5.7 g, 0.24 mol) and molecular sieves 4A which had been dehydrated and deaerated, followed by charging of argon gas. A small amount of iodine was slowly added to the mixture. (S)-(+)-1-bromo-2-methylbutane (30 g, 0.20 mol) was added dropwise to the slowly stirred mixture so that the reaction mixture was gradually refluxed. After the reaction was complete, the obtained Grignard reagent was transferred to a dropping funnel. ... The reactants are C(=O)C1=CC(=C(OC=2C=CC(=NC2)C(=O)N)C=C1)OC (5-(4-formyl-2-methoxyphenoxy)pyridine-2-carboxamide), [BH4-].[Na+] (NaBH4), O1CCC(CC1)CCN (2-(tetrahydropyran-4-yl)ethylamine), ( Å ). Solvent: CO (methanol). Reaction conditions: time 8 hour. Product: COC1=C(OC=2C=CC(=NC2)C(=O)N)C=CC(=C1)CNCCC1CCOCC1 (5-(2-methoxy-4-{[2-(tetrahydropyran-4-yl)ethylamino]methyl}phenoxy)pyridine-2-carboxamide). As a reaction SMILES: [CH:1]([C:3]1[CH:18]=[CH:17][C:6]([O:7][C:8]2[CH:9]=[CH:10][C:11]([C:14]([NH2:16])=[O:15])=[N:12][CH:13]=2)=[C:5]([O:19][CH3:20])[CH:4]=1)=O.[O:21]1[CH2:26][CH2:25][CH:24]([CH2:27][CH2:28][NH2:29])[CH2:23][CH2:22]1.[BH4-].[Na+]>CO>[CH3:20][O:19][C:5]1[CH:4]=[C:3]([CH2:1][NH:29][CH2:28][CH2:27][CH:24]2[CH2:25][CH2:26][O:21][CH2:22][CH2:23]2)[CH:18]=[CH:17][C:6]=1[O:7][C:8]1[CH:9]=[CH:10][C:11]([C:14]([NH2:16])=[O:15])=[N:12][CH:13]=1 |f:2.3|. Reported procedure: Place 5-(4-formyl-2-methoxyphenoxy)pyridine-2-carboxamide (Ex 391, Part A) (0.600 g, 2.20 mmol), 2-(tetrahydropyran-4-yl)ethylamine (0.285 g, 2.20 mmol) and 3 {acute over (Å)} molecular sieves in a vial. Add methanol (11.0 mL), cap and stir overnight. Add NaBH4 (0.0833 g, 2.20 mmol) and stir until the gasses stop evolving. Filter the reaction mixture, then concentrate it. Purify by chromatography eluting with 5% to 30% (2.0 M NH3 in methanol) in ethyl acetate over 45 minutes to give 5-(2-methoxy... The reactants are CC(C)(C)OC(=O)CC(=O)OC(C)(C)C, C1CCOC1, O=[N+]([O-])c1ccc(F)cc1F, [H-], [Na+]. Yields the product CC(C)(C)OC(=O)C(C(=O)OC(C)(C)C)c1ccc([N+](=O)[O-])c(F)c1. RXN SMILES: [C:12]([CH2:13][C:14](=[O:15])[O:16][C:17]([CH3:18])([CH3:19])[CH3:20])(=[O:21])[O:22][C:23]([CH3:24])([CH3:25])[CH3:26].[CH2:29]1[O:30][CH2:31][CH2:32][CH2:33]1.[F:1][c:2]1[c:3]([N+:9](=[O:10])[O-:11])[cH:4][cH:5][c:6]([F:8])[cH:7]1.[H-:27].[Na+:28]>>[F:1][c:2]1[c:3]([N+:9](=[O:10])[O-:11])[cH:4][cH:5][c:6]([CH:13]([C:12](=[O:21])[O:22][C:23]([CH3:24])([CH3:25])[CH3:26])[C:14](=[O:15])[O:16][C:17]([CH3:18])([CH3:19])[CH3:20])[cH:7]1.